describe an organic reaction: reactants, conditions, products, and yield From a dataset of the Open Reaction Database (ORD), a public repository of structured organic reaction records. The reactants are BrC1=C(C=CC=C1)S(=O)(=O)NC(C)(C)C (2-Bromo-N-(tert-butyl)benzenesulfonamide), C1(=CC=C(C=C1)[Sn](C)(C)C)C (p-tolyltrimethyltin). The reagents and catalysts are Cl[Pd]([P](C1=CC=CC=C1)(C2=CC=CC=C2)C3=CC=CC=C3)([P](C4=CC=CC=C4)(C5=CC=CC=C5)C6=CC=CC=C6)Cl (bis(triphenylphosphine)palladium(II) chloride). Solvent: CN(C=O)C (dimethylformamide). Conditions: temperature 90 celsius, time 5 hour. Yields the product C(C)(C)(C)NS(=O)(=O)C1=C(C=CC=C1)C1=CC=C(C=C1)C (2'-(N-t-Butylsulfamoyl)-4-methylbiphenyl). Yield: 74.0%. As a reaction SMILES: Br[C:2]1[CH:7]=[CH:6][CH:5]=[CH:4][C:3]=1[S:8]([NH:11][C:12]([CH3:15])([CH3:14])[CH3:13])(=[O:10])=[O:9].[C:16]1([CH3:26])[CH:21]=[CH:20][C:19]([Sn](C)(C)C)=[CH:18][CH:17]=1>Cl[Pd](Cl)([P](C1C=CC=CC=1)(C1C=CC=CC=1)C1C=CC=CC=1)[P](C1C=CC=CC=1)(C1C=CC=CC=1)C1C=CC=CC=1.CN(C)C=O>[C:12]([NH:11][S:8]([C:3]1[CH:4]=[CH:5][CH:6]=[CH:7][C:2]=1[C:19]1[CH:20]=[CH:21][C:16]([CH3:26])=[CH:17][CH:18]=1)(=[O:10])=[O:9])([CH3:15])([CH3:14])[CH3:13] |^1:29,48|. Reported procedure: 2-Bromo-N-(tert-butyl)benzenesulfonamide (from Step A) (1.00 g, 3.92 mmol), p-tolyltrimethyltin (from Step B) (1.95 g, 6.67 mmol), bis(triphenylphosphine)palladium(II) chloride (Aldrich) (165 mg, 0.235 mmol) and dimethylformamide (25 ml) were heated with stirring under nitrogen at 90° C. for 5 hours. The black suspension was cooled to room temperature, then filtered through a pad of Celite which was washed with tetrahydrofuran. The colorless filtrate was evaporated to dryness then chromatographe... Reactants: CCO, C=CCCC(=CC(=O)OC)CC, Cl, [Na+], [OH-]. Product: C=CCCC(=CC(=O)O)CC. RXN SMILES: [CH2:16]([OH:17])[CH3:18].[CH2:3]([CH3:4])[C:5](=[CH:6][C:7](=[O:8])[O:9][CH3:10])[CH2:11][CH2:12][CH:13]=[CH2:14].[ClH:15].[Na+:2].[OH-:1]>>[CH2:3]([CH3:4])[C:5](=[CH:6][C:7](=[O:8])[OH:9])[CH2:11][CH2:12][CH:13]=[CH2:14]. Reactants: CC(C)(C)c1cccc(C(C)(C)C)n1, O=C(Cl)C(=O)Cl, ClCCl, CC(O)(C(=O)Nc1ccc(S(=O)(=O)N2CCC(O)CC2)c(Cl)c1Cl)C(F)(F)F, COc1cc(S(=O)(=O)Nc2ccccc2)c(OC)cc1N, CN(C)C=O. Yields the product COc1cc(S(=O)(=O)Nc2ccccc2)c(OC)cc1NC(=O)C(C)(O)C(F)(F)F. RXN SMILES: [C:56]([c:57]1[cH:58][cH:59][cH:60][c:61]([C:62]([CH3:63])([CH3:64])[CH3:65])[n:66]1)([CH3:67])([CH3:68])[CH3:69].[Cl:1][C:2]([C:3]([Cl:4])=[O:5])=[O:6].[Cl:70][CH2:71][Cl:72].[Cl:7][c:8]1[c:9]([Cl:10])[c:11]([S:12]([N:13]2[CH2:14][CH2:15][CH:16]([OH:17])[CH2:18][CH2:19]2)(=[O:20])=[O:21])[cH:22][cH:23][c:24]1[NH:25][C:26]([C:27]([C:28]([F:29])([F:30])[F:31])([CH3:32])[OH:33])=[O:34].[NH:35]([c:36]1[cH:37][cH:38][cH:39][cH:40][cH:41]1)[S:42](=[O:43])(=[O:44])[c:45]1[cH:46][c:47]([O:54][CH3:55])[c:48]([NH2:49])[cH:50][c:51]1[O:52][CH3:53].[O:73]=[CH:74][N:75]([CH3:76])[CH3:77]>>[C:26]([C:27]([C:28]([F:29])([F:30])[F:31])([CH3:32])[OH:33])(=[O:34])[NH:49][c:48]1[c:47]([O:54][CH3:55])[cH:46][c:45]([S:42]([NH:35][c:36]2[cH:37][cH:38][cH:39][cH:40][cH:41]2)(=[O:43])=[O:44])[c:51]([O:52][CH3:53])[cH:50]1. Starting materials: COC([C@H](C)NC(=O)C1=CC2=C(N(C(=N2)NC=2SC3=C(N2)C=CC(=C3)OC(F)(F)F)C)C=C1)=O ((S)-2-{[1-methyl-2-(6-trifluoromethoxy-benzothiazol-2-ylamino)-1H-benzoimidazole-5-carbonyl]-amino}-propionic acid methyl ester), [Li+].[OH-] (LiOH). The product is CN1C(=NC2=C1C=CC(=C2)C(=O)N[C@H](C(=O)O)C)NC=2SC1=C(N2)C=CC(=C1)OC(F)(F)F ((S)-2-{[1-Methyl-2-(6-trifluoromethoxy-benzothiazol-2-ylamino)-1H-benzo-imidazole-5-carbonyl]-amino}-propionic acid). Isolated yield 86.3%. Reaction SMILES: C[O:2][C:3](=[O:34])[C@@H:4]([NH:6][C:7]([C:9]1[CH:33]=[CH:32][C:12]2[N:13]([CH3:31])[C:14]([NH:16][C:17]3[S:18][C:19]4[CH:25]=[C:24]([O:26][C:27]([F:30])([F:29])[F:28])[CH:23]=[CH:22][C:20]=4[N:21]=3)=[N:15][C:11]=2[CH:10]=1)=[O:8])[CH3:5].[Li+].[OH-]>>[CH3:31][N:13]1[C:12]2[CH:32]=[CH:33][C:9]([C:7]([NH:6][C@@H:4]([CH3:5])[C:3]([OH:34])=[O:2])=[O:8])=[CH:10][C:11]=2[N:15]=[C:14]1[NH:16][C:17]1[S:18][C:19]2[CH:25]=[C:24]([O:26][C:27]([F:30])([F:29])[F:28])[CH:23]=[CH:22][C:20]=2[N:21]=1 |f:1.2|. Procedure details: (S)-2-{[1-Methyl-2-(6-trifluoromethoxy-benzothiazol-2-ylamino)-1H-benzo-imidazole-5-carbonyl]-amino}-propionic acid (83 mg) was prepared by following General Procedure E starting from (S)-2-{[1-methyl-2-(6-trifluoromethoxy-benzothiazol-2-ylamino)-1H-benzoimidazole-5-carbonyl]-amino}-propionic acid methyl ester (99 mg), and LiOH (0.5 ml, 2.0 N solution in water). LC/MS: m/z 481. Reactants: CO, CC(=O)Cl, Cc1cccc(C(=O)O)c1[N+](=O)[O-]. Yields the product COC(=O)c1cccc(C)c1[N+](=O)[O-]. RXN SMILES: [CH3:18][OH:19].[CH3:1][C:2](=[O:3])[Cl:4].[CH3:5][c:6]1[c:7]([N+:15](=[O:16])[O-:17])[c:8]([C:9](=[O:10])[OH:11])[cH:12][cH:13][cH:14]1>>[CH3:1][O:11][C:9]([c:8]1[c:7]([N+:15](=[O:16])[O-:17])[c:6]([CH3:5])[cH:14][cH:13][cH:12]1)=[O:10]. Starting materials: C, CCCc1c(C(=O)NC2CC2)nnn1-c1ccc(C(=O)NCC)cc1OCc1ccccc1, CO, [Pd]. The product is CCCc1c(C(=O)NC2CC2)nnn1-c1ccc(C(=O)NCC)cc1O. As a reaction SMILES: [C:36].[CH2:1]([c:2]1[cH:3][cH:4][cH:5][cH:6][cH:7]1)[O:8][c:9]1[c:10](-[n:20]2[n:21][n:22][c:23]([C:28](=[O:29])[NH:30][CH:31]3[CH2:32][CH2:33]3)[c:24]2[CH2:25][CH2:26][CH3:27])[cH:11][cH:12][c:13]([C:15](=[O:16])[NH:17][CH2:18][CH3:19])[cH:14]1.[CH3:34][OH:35].[Pd:37]>>[OH:8][c:9]1[c:10](-[n:20]2[n:21][n:22][c:23]([C:28](=[O:29])[NH:30][CH:31]3[CH2:32][CH2:33]3)[c:24]2[CH2:25][CH2:26][CH3:27])[cH:11][cH:12][c:13]([C:15](=[O:16])[NH:17][CH2:18][CH3:19])[cH:14]1.